From a dataset of the Open Reaction Database (ORD), a public repository of structured organic reaction records. describe an organic reaction: reactants, conditions, products, and yield Reactants: CCO, CCOC(=O)C(C)Oc1ccc(N(C)c2cc3ccccc3c(Cl)n2)cc1, [K+], [OH-]. RXN SMILES: [CH3:30][CH2:31][OH:32].[Cl:1][c:2]1[n:3][c:4]([N:12]([CH3:13])[c:14]2[cH:15][cH:16][c:17]([O:18][CH:19]([C:20](=[O:21])[O:22][CH2:23][CH3:24])[CH3:25])[cH:26][cH:27]2)[cH:5][c:6]2[cH:7][cH:8][cH:9][cH:10][c:11]12.[K+:29].[OH-:28]>>[cH:2]1[n:3][c:4]([N:12]([CH3:13])[c:14]2[cH:15][cH:16][c:17]([O:18][CH:19]([C:20](=[O:21])[O:22][CH2:23][CH3:24])[CH3:25])[cH:26][cH:27]2)[cH:5][c:6]2[cH:7][cH:8][cH:9][cH:10][c:11]12. Yields the product CCOC(=O)C(C)Oc1ccc(N(C)c2cc3ccccc3cn2)cc1.